Dataset: the Open Reaction Database (ORD), a public repository of structured organic reaction records. Task: describe an organic reaction: reactants, conditions, products, and yield Starting materials: ClC=1C=C(COC2=CC=C3C=C(C=NC3=C2)C(=O)O)C=CC1 (7-((3-chlorobenzyl)oxy)quinoline-3-carboxylic acid), product, C(C(=O)Cl)(=O)Cl (oxalyl chloride). The reagents and catalysts are CN(C)C=O (DMF). The solvent is C(Cl)Cl (DCM). The product is ClC=1C=C(COC2=CC=C3C=C(C=NC3=C2)C(=O)Cl)C=CC1 (7-((3-chlorobenzyl)oxy)quinoline-3-carbonyl chloride). RXN SMILES: [Cl:1][C:2]1[CH:3]=[C:4]([CH:20]=[CH:21][CH:22]=1)[CH2:5][O:6][C:7]1[CH:16]=[C:15]2[C:10]([CH:11]=[C:12]([C:17](O)=[O:18])[CH:13]=[N:14]2)=[CH:9][CH:8]=1.C(Cl)(=O)C([Cl:26])=O>C(Cl)Cl.CN(C=O)C>[Cl:1][C:2]1[CH:3]=[C:4]([CH:20]=[CH:21][CH:22]=1)[CH2:5][O:6][C:7]1[CH:16]=[C:15]2[C:10]([CH:11]=[C:12]([C:17]([Cl:26])=[O:18])[CH:13]=[N:14]2)=[CH:9][CH:8]=1. Procedure: To a solution of 7-((3-chlorobenzyl)oxy)quinoline-3-carboxylic acid (Example 46, product from Step A, 50 mg, 0.16 mmol) in DCM (1.5 mL) was added oxalyl chloride (0.1 mL, 1.13 mmol), followed by 1 drop of DMF. After 30 minutes the reaction was concentrated under reduced pressure to afford a yellow foam, and further dried under high vacuum for 15 minutes to afford the title compound, which was used without further purification in the next step. Reactants: N#Cc1ccc(CBr)cc1, O=C([O-])[O-], CN1CCNCC1, [K+], [K+], C1CCOC1, O. Yields the product CN1CCN(Cc2ccc(C#N)cc2)CC1. Reaction SMILES: [C:14](#[N:15])[c:16]1[cH:17][cH:18][c:19]([CH2:20][Br:21])[cH:22][cH:23]1.[C:8](=[O:9])([O-:10])[O-:11].[CH3:1][N:2]1[CH2:3][CH2:4][NH:5][CH2:6][CH2:7]1.[K+:12].[K+:13].[O:24]1[CH2:25][CH2:26][CH2:27][CH2:28]1.[OH2:29]>>[CH3:1][N:2]1[CH2:3][CH2:4][N:5]([CH2:20][c:19]2[cH:18][cH:17][c:16]([C:14]#[N:15])[cH:23][cH:22]2)[CH2:6][CH2:7]1. The reactants are OC1=C(C=CC=C1)C1=NN(C(=N1)C1=C(C=CC=C1)O)CC(=O)OCC (Ethyl [3,5bis(2-hydroxyphenyl)-[1,2,4]triazol-1-yl]acetate), NCCOCCO (2-(2-aminoethoxy)ethanol). Yields the product OC1=C(C=CC=C1)C1=NN(C(=N1)C1=C(C=CC=C1)O)CC(=O)NCCOCCO (2-[3,5-Bis(2-hydroxyphenyl)-[1,2,4]triazol-1-yl]-N-[2-(2-hydroxyethoxy)ethyl]-acetamide). RXN SMILES: [OH:1][C:2]1[CH:7]=[CH:6][CH:5]=[CH:4][C:3]=1[C:8]1[N:12]=[C:11]([C:13]2[CH:18]=[CH:17][CH:16]=[CH:15][C:14]=2[OH:19])[N:10]([CH2:20][C:21](OCC)=[O:22])[N:9]=1.[NH2:26][CH2:27][CH2:28][O:29][CH2:30][CH2:31][OH:32]>>[OH:1][C:2]1[CH:7]=[CH:6][CH:5]=[CH:4][C:3]=1[C:8]1[N:12]=[C:11]([C:13]2[CH:18]=[CH:17][CH:16]=[CH:15][C:14]=2[OH:19])[N:10]([CH2:20][C:21]([NH:26][CH2:27][CH2:28][O:29][CH2:30][CH2:31][OH:32])=[O:22])[N:9]=1. Procedure details: 2.0 g of ethyl [3,5-bis(2-hydroxyphenyl)-[1,2,4]triazol-1-yl]acetate (Example 2) and 10 ml of 2-(2-aminoethoxy)ethanol are stirred at room temperature for 2 h. The mixture is poured onto water and extracted with ethyl acetate. The combined organic phases are dried over sodium sulfate and concentrated on a rotary evaporator. The residue is crystallized from isopropanol. After drying, 2-[3,5-bis(2-hydroxyphenyl)-[1,2,4]triazol-1-yl]-N-[2-(2-hydroxy-ethoxy)ethyl]acetamide remains as colorless cryst... The reactants are FC1=CC=C(C=C1)C1(CCN(CC1)C(=O)OC(C)(C)C)COCC=1C=C(C=C2C=NN(C12)C)C(F)(F)F (tert-Butyl 4-(4-fluorophenyl)-4-(((1-methyl-5-(trifluoromethyl)-1H-indazol-7-yl)methoxy)methyl)piperidine-1-carboxylate). Run in FC(C(=O)O)(F)F (trifluoroacetic acid). Reaction conditions: time 15 minute. Product: FC1=CC=C(C=C1)C1(CCNCC1)COCC=1C=C(C=C2C=NN(C12)C)C(F)(F)F (7-(((4-(4-Fluorophenyl)piperidin-4-yl)methoxy)methyl)-1-methyl-5-(trifluoromethyl)-1H-indazole). Reaction SMILES: [F:1][C:2]1[CH:7]=[CH:6][C:5]([C:8]2([CH2:21][O:22][CH2:23][C:24]3[CH:25]=[C:26]([C:34]([F:37])([F:36])[F:35])[CH:27]=[C:28]4[C:32]=3[N:31]([CH3:33])[N:30]=[CH:29]4)[CH2:13][CH2:12][N:11](C(OC(C)(C)C)=O)[CH2:10][CH2:9]2)=[CH:4][CH:3]=1>FC(F)(F)C(O)=O>[F:1][C:2]1[CH:7]=[CH:6][C:5]([C:8]2([CH2:21][O:22][CH2:23][C:24]3[CH:25]=[C:26]([C:34]([F:35])([F:36])[F:37])[CH:27]=[C:28]4[C:32]=3[N:31]([CH3:33])[N:30]=[CH:29]4)[CH2:13][CH2:12][NH:11][CH2:10][CH2:9]2)=[CH:4][CH:3]=1. Procedure: tert-Butyl 4-(4-fluorophenyl)-4-(((1-methyl-5-(trifluoromethyl)-1H-indazol-7-yl)methoxy)methyl)piperidine-1-carboxylate (66 mg, 0.127 mmol) was dissolved in trifluoroacetic acid (25% in dichloromethane, 2 mL) and stirred at room temperature for 15 min. The reaction was concentrated, and loaded onto a strong cation exchange cartridge in methanol. The cartridge was flushed with several volumes of methanol which were discarded. The product was eluted with 2 M ammonia in methanol and concentrated to... The reactants are ClCCl, CCOC(=O)COc1ccc(SCc2cccc3[nH]c(-c4ccc(C(F)(F)F)cc4)cc23)cc1C, CO, [Na+], [OH-], O. Yields the product Cc1cc(SCc2cccc3[nH]c(-c4ccc(C(F)(F)F)cc4)cc23)ccc1OCC(=O)O. RXN SMILES: [CH2:39]([Cl:40])[Cl:41].[CH3:3][c:4]1[c:5]([O:6][CH2:7][C:8](=[O:9])[O:10][CH2:11][CH3:12])[cH:13][cH:14][c:15]([S:17][CH2:18][c:19]2[c:20]3[cH:21][c:22](-[c:28]4[cH:29][cH:30][c:31]([C:34]([F:35])([F:36])[F:37])[cH:32][cH:33]4)[nH:23][c:24]3[cH:25][cH:26][cH:27]2)[cH:16]1.[CH3:42][OH:43].[Na+:2].[OH-:1].[OH2:38]>>[CH3:3][c:4]1[c:5]([O:6][CH2:7][C:8](=[O:9])[OH:10])[cH:13][cH:14][c:15]([S:17][CH2:18][c:19]2[c:20]3[cH:21][c:22](-[c:28]4[cH:29][cH:30][c:31]([C:34]([F:35])([F:36])[F:37])[cH:32][cH:33]4)[nH:23][c:24]3[cH:25][cH:26][cH:27]2)[cH:16]1. The reactants are Cl.N[C@H]1CC[C@H](CC1)NC(=O)C1=C(NC=2C1=NC=CC2C2=C(C=CC=1OCOC12)OCC1CC1)C (N-(cis-4-aminocyclohexyl)-7-[5-(cyclopropylmethoxy)-1,3-benzodioxol-4-yl]-2-methyl-1H-pyrrolo[3,2-b]pyridine-3-carboxamide hydrochloride), C(C)(=O)Cl (acetyl chloride). The product is C(C)(=O)N[C@H]1CC[C@H](CC1)NC(=O)C1=C(NC=2C1=NC=CC2C2=C(C=CC=1OCOC12)OCC1CC1)C (N-(cis-4-acetamidocyclohexyl)-7-[5-(cyclopropylmethoxy)-1,3-benzodioxol-4-yl]-2-methyl-1H-pyrrolo[3,2-b]pyridine-3-carboxamide). As a reaction SMILES: Cl.[NH2:2][C@@H:3]1[CH2:8][CH2:7][C@H:6]([NH:9][C:10]([C:12]2[C:16]3=[N:17][CH:18]=[CH:19][C:20]([C:21]4[C:29]5[O:28][CH2:27][O:26][C:25]=5[CH:24]=[CH:23][C:22]=4[O:30][CH2:31][CH:32]4[CH2:34][CH2:33]4)=[C:15]3[NH:14][C:13]=2[CH3:35])=[O:11])[CH2:5][CH2:4]1.[C:36](Cl)(=[O:38])[CH3:37]>>[C:36]([NH:2][C@@H:3]1[CH2:8][CH2:7][C@H:6]([NH:9][C:10]([C:12]2[C:16]3=[N:17][CH:18]=[CH:19][C:20]([C:21]4[C:29]5[O:28][CH2:27][O:26][C:25]=5[CH:24]=[CH:23][C:22]=4[O:30][CH2:31][CH:32]4[CH2:33][CH2:34]4)=[C:15]3[NH:14][C:13]=2[CH3:35])=[O:11])[CH2:5][CH2:4]1)(=[O:38])[CH3:37] |f:0.1|. Procedure details: Starting from N-(cis-4-aminocyclohexyl)-7-[5-(cyclopropylmethoxy)-1,3-benzodioxol-4-yl]-2-methyl-1H-pyrrolo[3,2-b]pyridine-3-carboxamide hydrochloride (example D.f3) and commercially available acetyl chloride the title compound is obtained as colorless solid. The solvent is C1(=CC=CC=C1)C (toluene), CCCCCC (n-hexane), CCCCCC (n-hexane). The reagents and catalysts are [Br-].C(CCC)[N+](CCCC)(CCCC)CCCC (tetrabutylammonium bromide). Reaction SMILES: [Cl:1]/[C:2](/[C:12]1[CH:17]=[CH:16][C:15]([Cl:18])=[CH:14][CH:13]=1)=[CH:3]\[C@H:4]1[C@H:6]([C:7](Cl)=[O:8])[C:5]1([CH3:11])[CH3:10].[C-:19]#[N:20].[Na+].O.[CH:23]([C:25]1[CH:30]=[CH:29][CH:28]=[C:27]([O:31][C:32]2[CH:37]=[CH:36][CH:35]=[CH:34][CH:33]=2)[N:26]=1)=[O:24]>CCCCCC.[Br-].C([N+](CCCC)(CCCC)CCCC)CCC.C1(C)C=CC=CC=1>[Cl:1]/[C:2](/[C:12]1[CH:17]=[CH:16][C:15]([Cl:18])=[CH:14][CH:13]=1)=[CH:3]\[C@H:4]1[C@H:6]([C:7]([O:24][CH:23]([C:19]#[N:20])[C:25]2[CH:30]=[CH:29][CH:28]=[C:27]([O:31][C:32]3[CH:37]=[CH:36][CH:35]=[CH:34][CH:33]=3)[N:26]=2)=[O:8])[C:5]1([CH3:11])[CH3:10] |f:1.2,6.7|. The reactants are [C-]#N.[Na+] (sodium cyanide), O (water), C(=O)C1=NC(=CC=C1)OC1=CC=CC=C1 (2-formyl-6-phenoxy-pyridine), Cl\C(=C/[C@@H]1C([C@H]1C(=O)Cl)(C)C)\C1=CC=C(C=C1)Cl ((±)-trans-Z-3-(2-chloro-2-(4-chloro-phenyl)-vinyl)-2,2-dimethyl-1-cyclopropanecarboxylic acid-chloride). Product: Cl\C(=C/[C@@H]1C([C@H]1C(=O)OC(C1=NC(=CC=C1)OC1=CC=CC=C1)C#N)(C)C)\C1=CC=C(C=C1)Cl (cyano-(6-phenoxy-2-pyridinyl)-methyl (±)-trans-Z-3-(2-chloro-2-(4-chloro-phenyl)-vinyl)-2,2-dimethyl-cyclopropanecarboxylate). Isolated yield 64.9%. Reported procedure: 6.7 g (0.02 mol) of (±)-trans-Z-3-(2-chloro-2-(4-chloro-phenyl)-vinyl)-2,2-dimethyl-1-cyclopropanecarboxylic acid-chloride, dissolved in 10 ml of n-hexane, were added dropwise to a mixture of 40 ml of n-hexane, 1.5 g of sodium cyanide, 2 ml of water, 3.98 g (0.02 mol) of 2-formyl-6-phenoxy-pyridine and 0.5 g of tetrabutylammonium bromide at 20° to 25° C., while stirring, and the mixture was then stirred for 4 hours at 20° to 25° C. 100 ml of toluene were then added to the reaction mixture, and t...